From a dataset of the Open Reaction Database (ORD), a public repository of structured organic reaction records. describe an organic reaction: reactants, conditions, products, and yield Reactants: O1CCOC12CCNCC2 (1,4-Dioxa-8-azaspiro[4.5]decane), C(C1=CC=CC=C1)N(S(=O)(=O)C1=CC=C(C=C1)F)C1=CC(=C(C=C1)OC)OC (N-Benzyl-N-(3,4-dimethoxy-phenyl)-4-fluoro-benzenesulfonamide), C([O-])([O-])=O.[K+].[K+] (potassium carbonate). Solvent: CN1C(N(CCC1)C)=O (1,3-dimethyl-3,4,5,6-tetrahydro-2 (1H)-pyrimidinone). Run at temperature 70 celsius, time 2 day. Product: C(C1=CC=CC=C1)N(S(=O)(=O)C1=CC=C(C=C1)N1CCC2(OCCO2)CC1)C1=CC(=C(C=C1)OC)OC (N-Benzyl-N-(3,4-dimethoxy-phenyl)-4-(1,4-dioxa-8-aza-spiro[4.5]dec-8-yl)-benzenesulfonamide). Reaction SMILES: [O:1]1[C:5]2([CH2:10][CH2:9][NH:8][CH2:7][CH2:6]2)[O:4][CH2:3][CH2:2]1.[CH2:11]([N:18]([C:29]1[CH:34]=[CH:33][C:32]([O:35][CH3:36])=[C:31]([O:37][CH3:38])[CH:30]=1)[S:19]([C:22]1[CH:27]=[CH:26][C:25](F)=[CH:24][CH:23]=1)(=[O:21])=[O:20])[C:12]1[CH:17]=[CH:16][CH:15]=[CH:14][CH:13]=1.C(=O)([O-])[O-].[K+].[K+]>CN1CCCN(C)C1=O>[CH2:11]([N:18]([C:29]1[CH:34]=[CH:33][C:32]([O:35][CH3:36])=[C:31]([O:37][CH3:38])[CH:30]=1)[S:19]([C:22]1[CH:27]=[CH:26][C:25]([N:8]2[CH2:9][CH2:10][C:5]3([O:4][CH2:3][CH2:2][O:1]3)[CH2:6][CH2:7]2)=[CH:24][CH:23]=1)(=[O:21])=[O:20])[C:12]1[CH:17]=[CH:16][CH:15]=[CH:14][CH:13]=1 |f:2.3.4|. Procedure details: 1,4-Dioxa-8-azaspiro[4.5]decane (0.14 ml, 0.95 mM) was added to a solution of N-Benzyl-N-(3,4-dimethoxy-phenyl)-4-fluoro-benzenesulfonamide(0.19 g, 0.47 mM) and potassium carbonate (0.66 g, 4.82 mM)in anhyrous 1,3-dimethyl-3,4,5,6-tetrahydro-2 (1H)-pyrimidinone(5 ml). The reaction was stirred at 70° C. for two days. The reaction was quenched with water(50 ml). The precipitate was washed with water and dried under reduced pressure to afford 0.15 g of the desired product as a tan solid. H1 NMR(CDC... Reactants: O[C@@H](C)C1=CC=C(C(=O)OC)C=C1 ((S)-methyl 4-(1-hydroxyethyl)benzoate), ice, C=1C=CC(=CC1)P(=O)(C=2C=CC=CC2)N=[N+]=[N-] (DPPA), C1CCC2=NCCCN2CC1 (DBU). Solvent: C1(=CC=CC=C1)C (toluene), ice-salt, CCOC(=O)C (EtOAc). Run at time 5 minute. Product: N(=[N+]=[N-])[C@H](C)C1=CC=C(C(=O)OC)C=C1 ((R)-methyl 4-(1-azidoethyl)benzoate). RXN SMILES: O[C@H:2]([C:4]1[CH:13]=[CH:12][C:7]([C:8]([O:10][CH3:11])=[O:9])=[CH:6][CH:5]=1)[CH3:3].C1C=CC(P([N:28]=[N+:29]=[N-:30])(C2C=CC=CC=2)=O)=CC=1.C1CCN2C(=NCCC2)CC1>C1(C)C=CC=CC=1.CCOC(C)=O>[N:28]([C@@H:2]([C:4]1[CH:13]=[CH:12][C:7]([C:8]([O:10][CH3:11])=[O:9])=[CH:6][CH:5]=1)[CH3:3])=[N+:29]=[N-:30]. Procedure details: A solution of (S)-methyl 4-(1-hydroxyethyl)benzoate (24.8 g, 138 mmol) in toluene (300 mL) was cooled in ice-salt bath (bath temp: −10° C.). DPPA (36.3 mL, 168 mmol) was then added dropwise over 15 min (Bath temp was kept at −10° C. during addition). After 5 min, DBU (25.3 mL, 169 mmol) was added over 8 min. The ice in the bath was allowed to melt and the reaction mixture was stirred overnight at RT. The reaction mixture was diluted with EtOAc (200 mL), and washed with 0.1 N HCl aq. (300 mL). Th... Reactants: CCc1nn(C)c2c1ccc1c(=O)c(-c3ccc(C4(NC(=O)OC(C)(C)C)CCC4)cc3)c(-c3ccccc3)oc12, CO, Cl, O=C(O)C(F)(F)F, NC1(c2ccc(-c3c(-c4ccccc4)oc4ccc(F)cc4c3=O)cc2)CCC1, O. The product is Cl, CCc1nn(C)c2c1ccc1c(=O)c(-c3ccc(C4(N)CCC4)cc3)c(-c3ccccc3)oc12. As a reaction SMILES: [C:30]([O:31][C:32](=[O:33])[NH:36][C:37]1([c:41]2[cH:42][cH:43][c:44](-[c:47]3[c:48](=[O:69])[c:49]4[cH:50][cH:51][c:52]5[c:53]([c:54]4[o:55][c:56]3-[c:57]3[cH:58][cH:59][cH:60][cH:61][cH:62]3)[n:63]([CH3:68])[n:64][c:65]5[CH2:66][CH3:67])[cH:45][cH:46]2)[CH2:38][CH2:39][CH2:40]1)([CH3:34])([CH3:35])[CH3:70].[CH3:79][OH:80].[ClH:78].[F:71][C:72]([F:73])([F:74])[C:75]([OH:76])=[O:77].[NH2:1][C:2]1([c:3]2[cH:4][cH:5][c:6](-[c:7]3[c:8](=[O:9])[c:10]4[c:11]([cH:12][cH:13][c:14]([F:15])[cH:16]4)[o:17][c:18]3-[c:19]3[cH:20][cH:21][cH:22][cH:23][cH:24]3)[cH:25][cH:26]2)[CH2:27][CH2:28][CH2:29]1.[OH2:81]>>[ClH:78].[NH2:36][C:37]1([c:41]2[cH:42][cH:43][c:44](-[c:47]3[c:48](=[O:69])[c:49]4[cH:50][cH:51][c:52]5[c:53]([c:54]4[o:55][c:56]3-[c:57]3[cH:58][cH:59][cH:60][cH:61][cH:62]3)[n:63]([CH3:68])[n:64][c:65]5[CH2:66][CH3:67])[cH:45][cH:46]2)[CH2:38][CH2:39][CH2:40]1. Starting materials: C1CCOC1, [H-], Nc1nccc(Cl)c1[N+](=O)[O-], [Na+]. The product is CNc1nccc(Cl)c1[N+](=O)[O-]. As a reaction SMILES: [CH2:14]1[O:15][CH2:16][CH2:17][CH2:18]1.[H-:13].[NH2:1][c:2]1[n:3][cH:4][cH:5][c:6]([Cl:11])[c:7]1[N+:8](=[O:9])[O-:10].[Na+:12]>>[NH:1]([c:2]1[n:3][cH:4][cH:5][c:6]([Cl:11])[c:7]1[N+:8](=[O:9])[O-:10])[CH3:14]. The reactants are Brc1ccccn1, CC(C)=O, CC(C)[N-]C(C)C, [Li+], C1CCOC1. Product: CC(C)(O)c1cccnc1Br. RXN SMILES: [Br:9][c:10]1[cH:11][cH:12][cH:13][cH:14][n:15]1.[CH3:16][C:17]([CH3:18])=[O:19].[CH:1]([N-:2][CH:3]([CH3:4])[CH3:5])([CH3:6])[CH3:7].[Li+:8].[O:20]1[CH2:21][CH2:22][CH2:23][CH2:24]1>>[Br:9][c:10]1[c:11]([C:17]([CH3:16])([CH3:18])[OH:19])[cH:12][cH:13][cH:14][n:15]1. Reactants: ClC1=NC2=CC=C(C=C2C(=N1)Cl)Cl (2,4,6-trichloroquinazoline), N1CCCCC1 (piperidine). The solvent is O1CCCC1 (tetrahydrofuran). Yields the product N1(CCCCC1)C1=NC2=CC=C(C=C2C(=N1)N1CCCCC1)Cl (2,4-bispiperidino-6-chloroquinazoline). As a reaction SMILES: Cl[C:2]1[N:11]=[C:10](Cl)[C:9]2[C:4](=[CH:5][CH:6]=[C:7]([Cl:13])[CH:8]=2)[N:3]=1.[NH:14]1[CH2:19][CH2:18][CH2:17][CH2:16][CH2:15]1>O1CCCC1>[N:14]1([C:2]2[N:11]=[C:10]([N:14]3[CH2:19][CH2:18][CH2:17][CH2:16][CH2:15]3)[C:9]3[C:4](=[CH:5][CH:6]=[C:7]([Cl:13])[CH:8]=3)[N:3]=2)[CH2:19][CH2:18][CH2:17][CH2:16][CH2:15]1. Reported procedure: Four grams of 2,4,6-trichloroquinazoline was dissolved in 50 ml of tetrahydrofuran. The solution was cooled in an ice bath and 20 ml of piperidine was added with constant stirring. The reaction mixture was heated at reflux overnight and the solid which had precipitated was removed by filtration. The filtrate was evaporated to dryness and diluted with water. The oil which separated crystallized upon scratching. The solid was collected by filtration and recrystallized from ethanol to give 4.2 g of... The reactants are NC1=C(C(=O)OC(C)(C)C)C=CC(=C1)CCC1=CC=CC=C1 (tert-butyl 2-amino-4-phenethylbenzoate), Cl (hydrochloric acid), C(C(=O)Cl)(=O)Cl (oxalyl chloride), N1(C=CC=C1)C1=CC=C(C=N1)C(=O)O (6-(1H-pyrrol-1-yl)pyridine-3-carboxylic acid). The solvent is C(C)N(CC)CC (triethylamine), C(C)(=O)OCC (ethyl acetate), C(Cl)Cl (methylene chloride), CN(C=O)C (N,N-dimethylformamide). Run at time 30 minute. Yields the product C(CC1=CC=CC=C1)C1=CC(=C(C(=O)OC(C)(C)C)C=C1)NC(=O)C=1C=NC(=CC1)N1C=CC=C1 (tert-butyl 4-phenethyl-2-(6-(1H-pyrrol-1-yl)pyridine-3-carboxamido)benzoate). Reaction SMILES: C(Cl)(=O)C(Cl)=O.[N:7]1([C:12]2[N:17]=[CH:16][C:15]([C:18]([OH:20])=O)=[CH:14][CH:13]=2)[CH:11]=[CH:10][CH:9]=[CH:8]1.[NH2:21][C:22]1[CH:34]=[C:33]([CH2:35][CH2:36][C:37]2[CH:42]=[CH:41][CH:40]=[CH:39][CH:38]=2)[CH:32]=[CH:31][C:23]=1[C:24]([O:26][C:27]([CH3:30])([CH3:29])[CH3:28])=[O:25].Cl>C(OCC)(=O)C.C(N(CC)CC)C.C(Cl)Cl.CN(C)C=O>[CH2:35]([C:33]1[CH:32]=[CH:31][C:23]([C:24]([O:26][C:27]([CH3:29])([CH3:30])[CH3:28])=[O:25])=[C:22]([NH:21][C:18]([C:15]2[CH:16]=[N:17][C:12]([N:7]3[CH:8]=[CH:9][CH:10]=[CH:11]3)=[CH:13][CH:14]=2)=[O:20])[CH:34]=1)[CH2:36][C:37]1[CH:38]=[CH:39][CH:40]=[CH:41][CH:42]=1. Reported procedure: 0.015 mL of N,N-dimethylformamide was added to a mixed solution of 2.0 mL of methylene chloride and 0.024 mL of oxalyl chloride containing 47 mg of 6-(1H-pyrrol-1-yl)pyridine-3-carboxylic acid and stirred at room temperature for 30 minutes. 74 mg of tert-butyl 2-amino-4-phenethylbenzoate and 0.090 mL of triethylamine were added to the reaction mixture at room temperature sequentially and stirred at the same temperature for 1 hour and 40 minutes. 1.0 mol/L hydrochloric acid and ethyl acetate were... Reactants: CC(=O)Oc1ccc(F)cc1CC(Br)CBr, CCO, CC[O-], [Na+], [Na]. Yields the product Fc1ccc2c(c1)CC(CBr)O2. As a reaction SMILES: [Br:6][CH:7]([CH2:8][c:9]1[cH:10][c:11]([F:19])[cH:12][cH:13][c:14]1[O:15][C:16](=[O:17])[CH3:18])[CH2:20][Br:21].[CH3:22][CH2:23][OH:24].[CH3:2][CH2:3][O-:4].[Na+:1].[Na:5]>>[CH:7]1([CH2:20][Br:21])[CH2:8][c:9]2[cH:10][c:11]([F:19])[cH:12][cH:13][c:14]2[O:15]1. Starting materials: COc1ccccc1Oc1c(NS(=O)(=O)c2ccc(C(C)(C)C)cc2)nc(-c2ccncc2)nc1OCC#CCO, C1CCOC1, Clc1ncccn1, [H-], [Na+]. Yields the product COc1ccccc1Oc1c(NS(=O)(=O)c2ccc(C(C)(C)C)cc2)nc(-c2ccncc2)nc1OCC#CCOc1ncccn1. As a reaction SMILES: [C:3]([CH3:4])([CH3:5])([CH3:6])[c:7]1[cH:8][cH:9][c:10]([S:13](=[O:14])(=[O:15])[NH:16][c:17]2[n:18][c:19](-[c:38]3[cH:39][cH:40][n:41][cH:42][cH:43]3)[n:20][c:21]([O:32][CH2:33][C:34]#[C:35][CH2:36][OH:37])[c:22]2[O:23][c:24]2[c:25]([O:30][CH3:31])[cH:26][cH:27][cH:28][cH:29]2)[cH:11][cH:12]1.[CH2:51]1[O:52][CH2:53][CH2:54][CH2:55]1.[Cl:44][c:45]1[n:46][cH:47][cH:48][cH:49][n:50]1.[H-:1].[Na+:2]>>[C:3]([CH3:4])([CH3:5])([CH3:6])[c:7]1[cH:8][cH:9][c:10]([S:13](=[O:14])(=[O:15])[NH:16][c:17]2[n:18][c:19](-[c:38]3[cH:39][cH:40][n:41][cH:42][cH:43]3)[n:20][c:21]([O:32][CH2:33][C:34]#[C:35][CH2:36][O:37][c:45]3[n:46][cH:47][cH:48][cH:49][n:50]3)[c:22]2[O:23][c:24]2[c:25]([O:30][CH3:31])[cH:26][cH:27][cH:28][cH:29]2)[cH:11][cH:12]1. Reactants: CC(C)O, [Cl-], CC(C)(COS(=O)(=O)CCCCl)C(OCc1ccccc1)C(=O)O, O=C(Cl)C(=O)Cl, ClCCl, c1ccncc1. Product: CC(C)OC(=O)C(OCc1ccccc1)C(C)(C)COS(=O)(=O)CCCCl. As a reaction SMILES: [CH:31]([CH3:32])([CH3:33])[OH:34].[Cl-:41].[Cl:1][CH2:2][CH2:3][CH2:4][S:5](=[O:6])(=[O:7])[O:8][CH2:9][C:10]([CH:11]([C:12](=[O:13])[OH:14])[O:15][CH2:16][c:17]1[cH:18][cH:19][cH:20][cH:21][cH:22]1)([CH3:23])[CH3:24].[Cl:25][C:26]([C:27]([Cl:28])=[O:29])=[O:30].[Cl:42][CH2:43][Cl:44].[cH:35]1[cH:36][cH:37][n:38][cH:39][cH:40]1>>[Cl:1][CH2:2][CH2:3][CH2:4][S:5](=[O:6])(=[O:7])[O:8][CH2:9][C:10]([CH:11]([C:12](=[O:13])[O:14][CH:31]([CH3:32])[CH3:33])[O:15][CH2:16][c:17]1[cH:18][cH:19][cH:20][cH:21][cH:22]1)([CH3:23])[CH3:24].